From a dataset of the Open Reaction Database (ORD), a public repository of structured organic reaction records. describe an organic reaction: reactants, conditions, products, and yield The reactants are ClCCl, O=S(=O)(c1ccccc1)n1c(C(O)CC2CCCC2)cc2cccnc21. The product is O=C(CC1CCCC1)c1cc2cccnc2n1S(=O)(=O)c1ccccc1. RXN SMILES: [CH2:27]([Cl:28])[Cl:29].[c:1]1([S:7](=[O:8])(=[O:9])[n:10]2[c:11]([CH:19]([CH2:20][CH:21]3[CH2:22][CH2:23][CH2:24][CH2:25]3)[OH:26])[cH:12][c:13]3[c:14]2[n:15][cH:16][cH:17][cH:18]3)[cH:2][cH:3][cH:4][cH:5][cH:6]1>>[c:1]1([S:7](=[O:8])(=[O:9])[n:10]2[c:11]([C:19]([CH2:20][CH:21]3[CH2:22][CH2:23][CH2:24][CH2:25]3)=[O:26])[cH:12][c:13]3[c:14]2[n:15][cH:16][cH:17][cH:18]3)[cH:2][cH:3][cH:4][cH:5][cH:6]1. The reactants are 2,7-dimethyl, C(C)C1=CC=CC=2N1N=CC2C(=O)OCC (ethyl 7-ethylpyrazolo[1,5-a]pyridine-3-carboxylate), [OH-].[Na+] (NaOH), 5-methyl. Run in C(C)O (ethanol). Procedure details: To 0.40 g (1.83 mmol) of ethyl 7-ethylpyrazolo[1,5-a]pyridine-3-carboxylate, 8 ml of 2.5N aq. NaOH solution and 8 ml of ethanol were added, followed by stirring at 100° C. for 8 hours. After the reaction, post treatments were conducted in a similar manner to the syntheses bf the 5-methyl and 2,7-dimethyl derivatives so that crystals were obtained. Yield: 0.34 g (1.79 mmol) (98%). Conditions: temperature 100 celsius, time 8 hour. Yields the product C(C)C1=CC=CC=2N1N=CC2C(=O)O (7-ethylpyrazolo[1,5-a]pyridine-3-carboxylic acid). As a reaction SMILES: [CH2:1]([C:3]1[N:8]2[N:9]=[CH:10][C:11]([C:12]([O:14]CC)=[O:13])=[C:7]2[CH:6]=[CH:5][CH:4]=1)[CH3:2].[OH-].[Na+]>C(O)C>[CH2:1]([C:3]1[N:8]2[N:9]=[CH:10][C:11]([C:12]([OH:14])=[O:13])=[C:7]2[CH:6]=[CH:5][CH:4]=1)[CH3:2] |f:1.2|.